This data is from the Open Reaction Database (ORD), a public repository of structured organic reaction records. The task is: describe an organic reaction: reactants, conditions, products, and yield Reactants: OC1CCN(C2CCCCC2)C1, ClC(Cl)Cl, Cl, [Na+], [Na+], O=C([O-])[O-], O, O=S(Cl)Cl. The product is ClC1CCN(C2CCCCC2)C1. As a reaction SMILES: [CH:1]1([N:7]2[CH2:8][CH:9]([OH:12])[CH2:10][CH2:11]2)[CH2:2][CH2:3][CH2:4][CH2:5][CH2:6]1.[CH:25]([Cl:26])([Cl:27])[Cl:28].[ClH:13].[Na+:18].[Na+:19].[O-:20][C:21](=[O:22])[O-:23].[OH2:24].[S:14]([Cl:15])([Cl:16])=[O:17]>>[CH:1]1([N:7]2[CH2:8][CH:9]([Cl:16])[CH2:10][CH2:11]2)[CH2:2][CH2:3][CH2:4][CH2:5][CH2:6]1. Procedure details: Tert-butyl 5-(4-amino-1-cyclopentyl-1H-pyrazolo[3,4-d]pyrimidin-3-yl)-1H-indole-1-carboxylate (BA88) was dissolved in 50:50 CH2Cl2:TFA and stirred for one hour at room temperature. The reaction mixture was concentrated in vacuo and purified using by RP-HPLC (MeCN:H2O:0.1% TFA) to yield BA89 (6.3 mg). ESI-MS (M+H)+ m/z calcd 319.1, found 319.2. The solvent is C(Cl)Cl (CH2Cl2). The reactants are NC1=C2C(=NC=N1)N(N=C2C=2C=C1C=CN(C1=CC2)C(=O)OC(C)(C)C)C2CCCC2 (Tert-butyl 5-(4-amino-1-cyclopentyl-1H-pyrazolo[3,4-d]pyrimidin-3-yl)-1H-indole-1-carboxylate), C(=O)(C(F)(F)F)O (TFA). Yields the product N1C=CC2=CC(=CC=C12)C1=NN(C2=NC=NC(=C21)N)C(C)C (3-(1H-indol-5-yl)-1-isopropyl-1H-pyrazolo[3,4-d]pyrimidin-4-amine). Reaction SMILES: [NH2:1][C:2]1[N:7]=[CH:6][N:5]=[C:4]2[N:8]([CH:27]3[CH2:31]CC[CH2:28]3)[N:9]=[C:10]([C:11]3[CH:12]=[C:13]4[C:17](=[CH:18][CH:19]=3)[N:16](C(OC(C)(C)C)=O)[CH:15]=[CH:14]4)[C:3]=12.C(O)(C(F)(F)F)=O>C(Cl)Cl>[NH:16]1[C:17]2[C:13](=[CH:12][C:11]([C:10]3[C:3]4[C:4](=[N:5][CH:6]=[N:7][C:2]=4[NH2:1])[N:8]([CH:27]([CH3:31])[CH3:28])[N:9]=3)=[CH:19][CH:18]=2)[CH:14]=[CH:15]1. The reactants are CCCC(Oc1cccc(-c2noc(C)n2)c1)C(=O)Cl, CN(C)c1ccncc1, ClCCl, Nc1ccc(N2CCOCC2)cc1. The product is CCCC(Oc1cccc(-c2noc(C)n2)c1)C(=O)Nc1ccc(N2CCOCC2)cc1. As a reaction SMILES: [CH3:1][c:2]1[n:3][c:4](-[c:7]2[cH:8][c:9]([O:10][CH:11]([C:12](=[O:13])[Cl:14])[CH2:15][CH2:16][CH3:17])[cH:18][cH:19][cH:20]2)[n:5][o:6]1.[CH3:34][N:35]([CH3:36])[c:37]1[cH:38][cH:39][n:40][cH:41][cH:42]1.[Cl:43][CH2:44][Cl:45].[O:21]1[CH2:22][CH2:23][N:24]([c:27]2[cH:28][cH:29][c:30]([NH2:31])[cH:32][cH:33]2)[CH2:25][CH2:26]1>>[CH3:1][c:2]1[n:3][c:4](-[c:7]2[cH:8][c:9]([O:10][CH:11]([C:12](=[O:13])[NH:31][c:30]3[cH:29][cH:28][c:27]([N:24]4[CH2:23][CH2:22][O:21][CH2:26][CH2:25]4)[cH:33][cH:32]3)[CH2:15][CH2:16][CH3:17])[cH:18][cH:19][cH:20]2)[n:5][o:6]1. Starting materials: O=C(O)c1cc(F)c([N+](=O)[O-])cc1Cl, [F-], [K+], O=S(Cl)Cl, O=S(=O)(Cl)c1ccccc1. The product is O=C(O)c1cc(F)c(F)cc1Cl. Reaction SMILES: [Cl:1][c:2]1[c:3]([C:4](=[O:5])[OH:6])[cH:7][c:8]([F:14])[c:9]([N+:11]([O-:12])=[O:13])[cH:10]1.[F-:15].[K+:16].[S:27]([Cl:28])([Cl:29])=[O:30].[c:17]1([S:18]([Cl:19])(=[O:20])=[O:21])[cH:22][cH:23][cH:24][cH:25][cH:26]1>>[Cl:1][c:2]1[c:3]([C:4](=[O:5])[OH:6])[cH:7][c:8]([F:14])[c:9]([F:15])[cH:10]1.